From a dataset of the Open Reaction Database (ORD), a public repository of structured organic reaction records. describe an organic reaction: reactants, conditions, products, and yield The reactants are C(C)(=O)OCC (ethyl acetate), BrN1C(CCC1=O)=O (N-bromosuccinimide), COC(=O)C=1C(=C2CCCC2=CC1)N (4-Amino-indan-5-carboxylic acid methyl ester), ice water. Solvent: C(C)(=O)O (acetic acid). Run at time 48 hour. The product is COC(=O)C=1C(=C2CCCC2=C(C1)Br)N (4-Amino-7-bromo-indan-5-carboxylic acid methyl ester). Isolated yield 102.5%. Reaction SMILES: [Br:1]N1C(=O)CCC1=O.[CH3:9][O:10][C:11]([C:13]1[C:14]([NH2:22])=[C:15]2[C:19](=[CH:20][CH:21]=1)[CH2:18][CH2:17][CH2:16]2)=[O:12].C(OCC)(=O)C>C(O)(=O)C>[CH3:9][O:10][C:11]([C:13]1[C:14]([NH2:22])=[C:15]2[C:19](=[C:20]([Br:1])[CH:21]=1)[CH2:18][CH2:17][CH2:16]2)=[O:12]. Procedure: Add N-bromosuccinimide (1.99 g, 11.2 mmol) to 4-amino-indan-5-carboxylic acid methyl ester (2.15 g, 11.2 mmol) (Example 48, Step 3) in acetic acid (13 mL). Stir the mixture at room temperature for 48 h. Pour the mixture into ice water and add ethyl acetate. Separate the layers and wash the organic phase with saturated NaHCO3 and brine and dry over sodium sulfate. Remove the solvent under reduced pressure to afford the title compound (3.10 g, quantitative). MS (ES+): 271 (M+H). The reactants are CC(C)(C)OC(=O)N1CCN(CCCOc2ccc(C(=O)O)cc2F)CC1, CCN(C(C)C)C(C)C, CNc1ccc(Cl)cc1, ClCCl. The product is CN(C(=O)c1ccc(OCCCN2CCN(C(=O)OC(C)(C)C)CC2)c(F)c1)c1ccc(Cl)cc1. As a reaction SMILES: [C:1]([CH3:2])([CH3:3])([CH3:4])[O:5][C:6](=[O:7])[N:8]1[CH2:9][CH2:10][N:11]([CH2:14][CH2:15][CH2:16][O:17][c:18]2[c:19]([F:27])[cH:20][c:21]([C:24](=[O:25])[OH:26])[cH:22][cH:23]2)[CH2:12][CH2:13]1.[CH:40]([N:41]([CH2:42][CH3:43])[CH:44]([CH3:45])[CH3:46])([CH3:47])[CH3:48].[Cl:28][c:29]1[cH:30][cH:31][c:32]([NH:35][CH3:36])[cH:33][cH:34]1.[Cl:37][CH2:38][Cl:39]>>[C:1]([CH3:2])([CH3:3])([CH3:4])[O:5][C:6](=[O:7])[N:8]1[CH2:9][CH2:10][N:11]([CH2:14][CH2:15][CH2:16][O:17][c:18]2[c:19]([F:27])[cH:20][c:21]([C:24](=[O:26])[N:35]([c:32]3[cH:31][cH:30][c:29]([Cl:28])[cH:34][cH:33]3)[CH3:36])[cH:22][cH:23]2)[CH2:12][CH2:13]1. Starting materials: CN(C1(CCC(CC1)N)C1=CC=CC=C1)C (N,N-dimethyl-1-phenylcyclohexane-1,4-diamine), Al N,N-diisopropylcarbodiimide, ON1N=NC2=C1C=CC=C2 (1-hydroxybenzotriazole), Cl[Si](C)(C)C (chlorotrimethylsilane), ClC1=CC=C(C=C1)C(CCC(=O)NC1CCC(CC1)(C1=CC=CC=C1)N(C)C)=O (4-(4-chloro-phenyl)-N-(4-dimethylamino-4-phenylcyclohexyl)-4-oxobutyramide), Cl (hydrochloride), ClC1=CC=C(C(=O)CCC(=O)O)C=C1 (3-(4-chlorobenzoyl) propanoic acid), CN(C)C=O (DMF), C([O-])([O-])=O.[Na+].[Na+] (sodium carbonate). Solvent: C(C)OC(C)=O (ethylacetate), O (water), C(C)OC(C)=O.C1CCOC1 (ethylacetate THF). Conditions: time 3 hour. Yields the product Cl.ClC1=CC=C(C=C1)C(CCC(=O)NC1CCC(CC1)(C1=CC=CC=C1)N(C)C)=O (4-(4-chloro-phenyl)-N-(4-dimethylamino-4-phenylcyclohexyl)-4-oxobutyramide hydrochloride). As a reaction SMILES: [Cl:1]C1C=CC(C(CCC(O)=O)=O)=CC=1.CN(C=O)C.[CH3:20][N:21]([CH3:35])[C:22]1([C:29]2[CH:34]=[CH:33][CH:32]=[CH:31][CH:30]=2)[CH2:27][CH2:26][CH:25]([NH2:28])[CH2:24][CH2:23]1.ON1C2C=CC=CC=2N=N1.C(=O)([O-])[O-].[Na+].[Na+].Cl.[Cl:53][C:54]1[CH:59]=[CH:58][C:57]([C:60](=[O:81])[CH2:61][CH2:62][C:63](NC2CCC(N(C)C)(C3C=CC=CC=3)CC2)=[O:64])=[CH:56][CH:55]=1.Cl[Si](C)(C)C>C(OC(=O)C)C.O.C(OC(=O)C)C.C1COCC1>[ClH:1].[Cl:53][C:54]1[CH:55]=[CH:56][C:57]([C:60](=[O:81])[CH2:61][CH2:62][C:63]([NH:28][CH:25]2[CH2:26][CH2:27][C:22]([N:21]([CH3:35])[CH3:20])([C:29]3[CH:34]=[CH:33][CH:32]=[CH:31][CH:30]=3)[CH2:23][CH2:24]2)=[O:64])=[CH:58][CH:59]=1 |f:4.5.6,12.13,14.15|. Procedure: 310 mg 3-(4-chlorobenzoyl) propanoic acid (4-(4-chloro-phenyl)-4-oxobutyric acid, 1 mol equivalent) dissolved in 1.6 ml DMF (5 mol equivalents) were added to 350 mg of the non-polar diastereoisomer of N,N-dimethyl-1-phenylcyclohexane-1,4-diamine, 230 Al N,N-diisopropylcarbodiimide (DIC, 1 mol equivalent) and 200 μg 1-hydroxybenzotriazole (HOBt, 1 mol equivalent) at 0° C. and while stirring. After three hours at this temperature, the mixture was stirred overnight while heating to room temperature...